From a dataset of the Open Reaction Database (ORD), a public repository of structured organic reaction records. describe an organic reaction: reactants, conditions, products, and yield Starting materials: OC=1C(=CSC1C1=CC=2CCCCC2C=C1)C(C)=O (1-[4-hydroxy-5-(5,6,7,8-tetrahydronaphthalen-2-yl)thiophen-3-yl]ethanone), N(N)C(=O)C1=CC=C(S1)C(=O)NCC1=CC=C(C=C1)C(NCCO)=O (5-(hydrazinecarbonyl)-N-[4-(2-hydroxyethylcarbamoyl)benzyl]thiophene-2-carboxamide). Product: OC=1C(=CSC1C1=CC=2CCCCC2C=C1)C(C)=NNC(=O)C1=CC=C(S1)C(=O)NCC1=CC=C(C=C1)C(NCCO)=O (5-(2-{1-[4-Hydroxy-5-(5,6,7,8-tetrahydronaphthalen-2-yl)thiophen-3-yl]ethylidene}hydrazinecarbonyl)-N-[4-(2-hydroxyethylcarbamoyl)benzyl]thiophene-2-carboxamide). Isolated yield 64.9%. As a reaction SMILES: [OH:1][C:2]1[C:3]([C:17](=O)[CH3:18])=[CH:4][S:5][C:6]=1[C:7]1[CH:16]=[CH:15][C:14]2[CH2:13][CH2:12][CH2:11][CH2:10][C:9]=2[CH:8]=1.[NH:20]([C:22]([C:24]1[S:28][C:27]([C:29]([NH:31][CH2:32][C:33]2[CH:38]=[CH:37][C:36]([C:39](=[O:44])[NH:40][CH2:41][CH2:42][OH:43])=[CH:35][CH:34]=2)=[O:30])=[CH:26][CH:25]=1)=[O:23])[NH2:21]>>[OH:1][C:2]1[C:3]([C:17](=[N:21][NH:20][C:22]([C:24]2[S:28][C:27]([C:29]([NH:31][CH2:32][C:33]3[CH:38]=[CH:37][C:36]([C:39](=[O:44])[NH:40][CH2:41][CH2:42][OH:43])=[CH:35][CH:34]=3)=[O:30])=[CH:26][CH:25]=2)=[O:23])[CH3:18])=[CH:4][S:5][C:6]=1[C:7]1[CH:16]=[CH:15][C:14]2[CH2:13][CH2:12][CH2:11][CH2:10][C:9]=2[CH:8]=1. Procedure: Synthesis was carried out in the same manner as in Synthetic Example 1 by using 24.4 mg (0.0895 mmol) of 1-[4-hydroxy-5-(5,6,7,8-tetrahydronaphthalen-2-yl)thiophen-3-yl]ethanone and 32.6 mg (0.0900 mmol) of 5-(hydrazinecarbonyl)-N-[4-(2-hydroxyethylcarbamoyl)benzyl]thiophene-2-carboxamide to obtain the desired product (35.8 mg, yield 65%).